Dataset: the Open Reaction Database (ORD), a public repository of structured organic reaction records. Task: describe an organic reaction: reactants, conditions, products, and yield Reactants: CC(C)(C)OC(=O)N1CCCC2CN(Cc3ccccc3)CC21, CO, [OH-], [OH-], [Pd+2]. Product: CC(C)(C)OC(=O)N1CCCC2CNCC21. As a reaction SMILES: [CH2:1]([c:2]1[cH:3][cH:4][cH:5][cH:6][cH:7]1)[N:8]1[CH2:9][CH:10]2[N:11]([C:17](=[O:18])[O:19][C:20]([CH3:21])([CH3:22])[CH3:23])[CH2:12][CH2:13][CH2:14][CH:15]2[CH2:16]1.[CH3:24][OH:25].[OH-:26].[OH-:28].[Pd+2:27]>>[NH:8]1[CH2:9][CH:10]2[N:11]([C:17](=[O:18])[O:19][C:20]([CH3:21])([CH3:22])[CH3:23])[CH2:12][CH2:13][CH2:14][CH:15]2[CH2:16]1. Reactants: C(C)OC(=O)C1=CC2=C(N=C(N2)NC2=C(C=CC(=C2)CNC(=O)C(C)(C)C)Cl)C=C1Cl (Ethyl-2-[5-(tert.butylcarbonylaminomethyl)-2-chlorophenylamino]-6-chloro-benzimidazole-5-carboxylate), [OH-].[Na+] (NaOH). The solvent is CCO (EtOH). Yields the product C(C)(C)(C)C(=O)NCC=1C=CC(=C(C1)NC=1NC2=C(N1)C=C(C(=C2)C(=O)O)Cl)Cl (2-[5-(tert.butylcarbonylaminomethyl)-2-chlorophenylamino]-6-chloro-benzimidazole-5-carboxylic acid). RXN SMILES: C([O:3][C:4]([C:6]1[C:30]([Cl:31])=[CH:29][C:9]2[N:10]=[C:11]([NH:13][C:14]3[CH:19]=[C:18]([CH2:20][NH:21][C:22]([C:24]([CH3:27])([CH3:26])[CH3:25])=[O:23])[CH:17]=[CH:16][C:15]=3[Cl:28])[NH:12][C:8]=2[CH:7]=1)=[O:5])C.[OH-].[Na+]>CCO>[C:24]([C:22]([NH:21][CH2:20][C:18]1[CH:17]=[CH:16][C:15]([Cl:28])=[C:14]([NH:13][C:11]2[NH:12][C:8]3[CH:7]=[C:6]([C:4]([OH:5])=[O:3])[C:30]([Cl:31])=[CH:29][C:9]=3[N:10]=2)[CH:19]=1)=[O:23])([CH3:27])([CH3:25])[CH3:26] |f:1.2|. Procedure: A mixture of Ethyl-2-[5-(tert.butylcarbonylaminomethyl)-2-chlorophenylamino]-6-chloro-benzimidazole-5-carboxylate (0.91 g, 1.9 mmol) in 20 ml EtOH was treated with 1 N NaOH (3.9 ml+0.98 ml+0.98 ml) for 4 h at rt, for 5 h at 50° C. and for 3 d at rt. The mixture was concentrated, diluted with H2O, acidified with 1 N HCl and cooled in an ice bath. The precipitate was filtered, washed with ice water and dried to give the sub-title compound. Yield 0.81 g (95%). Reactants: N1C=NC=C1 (imidazole), C(C)[Si](Cl)(CC)CC (triethylchlorosilane), O[C@H](C)[C@H]1C(N[C@@H]1[C@@H](C)C(=S)C1=CC=C(C=C1)Cl)=O ((3S,4S)-3-[(1R)-1-Hydroxyethyl]-4-[(1R)-1-p-chlorophenylthiocarbonylethyl]-2-azetidinone). Run in C(C)(=O)OCC (ethyl acetate), CN(C=O)C (N,N-dimethylformamide). Conditions: time 5 hour. Product: C(C)[Si](O[C@H](C)[C@H]1C(N[C@@H]1[C@@H](C)C(=S)C1=CC=C(C=C1)Cl)=O)(CC)CC ((3S,4S)-3-[(1R)-1-triethylsilyloxyethyl]-4-[(1R)-1-p-chlorophenylthiocarbonylethyl]-2-azetidinone). The yield is 55.0%. RXN SMILES: [OH:1][C@@H:2]([C@@H:4]1[C@@H:7]([C@H:8]([C:10]([C:12]2[CH:17]=[CH:16][C:15]([Cl:18])=[CH:14][CH:13]=2)=[S:11])[CH3:9])[NH:6][C:5]1=[O:19])[CH3:3].N1C=CN=C1.[CH2:25]([Si:27]([CH2:31][CH3:32])([CH2:29][CH3:30])Cl)[CH3:26]>CN(C)C=O.C(OCC)(=O)C>[CH2:25]([Si:27]([CH2:31][CH3:32])([CH2:29][CH3:30])[O:1][C@@H:2]([C@@H:4]1[C@@H:7]([C@H:8]([C:10]([C:12]2[CH:13]=[CH:14][C:15]([Cl:18])=[CH:16][CH:17]=2)=[S:11])[CH3:9])[NH:6][C:5]1=[O:19])[CH3:3])[CH3:26]. Procedure: (3S,4S)-3-[(1R)-1-Hydroxyethyl]-4-[(1R)-1-p-chlorophenylthiocarbonylethyl]-2-azetidinone (477 mg, 1.51 mmol) is dissolved in dry N,N-dimethylformamide (3 ml), and thereto are added imidazole (260 mg, 3.79 mmol) and triethylchlorosilane (456 mg, 3.0 mmol), and the mixture is stirred at room temperature for five hours. The reaction solution is diluted with ethyl acetate (30 ml) and washed with water. The aqueous layer is extracted with ethyl acetate (20 ml), and the organic layers are combined, wa...